From a dataset of the Open Reaction Database (ORD), a public repository of structured organic reaction records. describe an organic reaction: reactants, conditions, products, and yield Starting materials: [H-].[K+] (potassium hydride), NC1=C(C(=NN1C1=C(C=C(C=C1Cl)C(F)(F)F)Cl)C#N)S(=O)C (5-amino-1-[2,6-dichloro-4-(trifluoromethyl)phenyl]-4-(methylsulfinyl)-1H-pyrazole-3-carbonitrile), [Cl-].[NH4+] (Ammonium chloride), C(C)S(=O)(=O)C=C (vinyl ethyl sulfone). Solvent: oil, CN(C=O)C (N,N-dimethylformamide), CN(C=O)C (DMF), CN(C=O)C (DMF). Conditions: temperature 20 celsius, time 20 minute. Yields the product ClC1=C(C(=CC(=C1)C(F)(F)F)Cl)N1N=C(C(=C1NCCS(=O)(=O)CC)S(=O)C)C#N (1-[2,6-dichloro-4-(trifluoromethyl)phenyl]-5-[2-(ethylsulfonyl)ethylamino]-4-(methylsulfinyl)-1H-pyrazole-3-carbonitrile). Isolated yield 31.1%. RXN SMILES: [H-].[K+].[NH2:3][C:4]1[N:8]([C:9]2[C:14]([Cl:15])=[CH:13][C:12]([C:16]([F:19])([F:18])[F:17])=[CH:11][C:10]=2[Cl:20])[N:7]=[C:6]([C:21]#[N:22])[C:5]=1[S:23]([CH3:25])=[O:24].[CH2:26]([S:28]([CH:31]=[CH2:32])(=[O:30])=[O:29])[CH3:27].[Cl-].[NH4+]>CN(C)C=O>[Cl:20][C:10]1[CH:11]=[C:12]([C:16]([F:17])([F:18])[F:19])[CH:13]=[C:14]([Cl:15])[C:9]=1[N:8]1[C:4]([NH:3][CH2:27][CH2:26][S:28]([CH2:31][CH3:32])(=[O:30])=[O:29])=[C:5]([S:23]([CH3:25])=[O:24])[C:6]([C:21]#[N:22])=[N:7]1 |f:0.1,4.5|. Procedure: To a suspension of 35% potassium hydride in oil (0.7 g) in dry N,N-dimethylformamide (DMF) was added a solution of 5-amino-1-[2,6-dichloro-4-(trifluoromethyl)phenyl]-4-(methylsulfinyl)-1H-pyrazole-3-carbonitrile (10.0 g) in dry DMF dropwise at 4° C. over 10 minutes. After stirring for 20 minutes, vinyl ethyl sulfone (3.13 g) in dry DMF was added during 5 hours at 4° C. The mixture was stirred overnight under nitrogen with warming to 20° C. Ammonium chloride was added at 4° C., and the mixture ex...